This data is from the Open Reaction Database (ORD), a public repository of structured organic reaction records. The task is: describe an organic reaction: reactants, conditions, products, and yield Reaction SMILES: C(CCC1C(CCCCCCOC2C=C(C3C=CC(F)=C(F)C=3)C=C(C(=O)N(C)C)C=2)=CC=CC=1OCCCC(O)=O)(O)=O.C([O:47][C:48](=[O:94])[CH2:49][CH2:50][CH2:51][O:52][C:53]1[CH:58]=[CH:57][CH:56]=[C:55]([CH2:59][CH2:60][CH2:61][CH2:62][CH2:63][CH2:64][O:65][C:66]2[CH:67]=[C:68]([C:81]3[CH:86]=[CH:85][CH:84]=[CH:83][CH:82]=3)[CH:69]=[C:70]([C:72]([N:74]3[CH2:78][CH2:77][C:76]([F:80])([F:79])[CH2:75]3)=[O:73])[CH:71]=2)[C:54]=1[CH2:87][CH2:88][C:89]([O:91]CC)=[O:90])C.[OH-].[Na+]>CCO>[C:89]([CH2:88][CH2:87][C:54]1[C:55]([CH2:59][CH2:60][CH2:61][CH2:62][CH2:63][CH2:64][O:65][C:66]2[CH:67]=[C:68]([C:81]3[CH:82]=[CH:83][CH:84]=[CH:85][CH:86]=3)[CH:69]=[C:70]([C:72]([N:74]3[CH2:78][CH2:77][C:76]([F:80])([F:79])[CH2:75]3)=[O:73])[CH:71]=2)=[CH:56][CH:57]=[CH:58][C:53]=1[O:52][CH2:51][CH2:50][CH2:49][C:48]([OH:94])=[O:47])([OH:91])=[O:90] |f:2.3|. Isolated yield 99.4%. Procedure details: The title compound was prepared by the same method as 4-{2-(2-carboxy-ethyl)-3-[6-(5-dimethylcarbamoyl-3′,4′-difluoro-biphenyl-3-yloxy)-hexyl]-phenoxy}-butyric acid starting from 4-[3-{6-[5-(3,3-difluoro-pyrrolidine-1-carbonyl)-biphenyl-3-yloxy]-hexyl}-2-(2-ethoxycarbonyl-ethyl)-phenoxy]-butyric acid ethyl ester (70 mg, 0.101 mmol) and 1.0 N aqueous NaOH (1.01 mL) in EtOH (4 mL) to afford 4-(2-(2-carboxy-ethyl)-3-{6-[5-(3,3-difluoro-pyrrolidine-1-carbonyl)-biphenyl-3-yloxy]-hexyl}-phenoxy)-butyr... Starting materials: C(=O)(O)CCC1=C(OCCCC(=O)O)C=CC=C1CCCCCCOC=1C=C(C=C(C1)C(N(C)C)=O)C1=CC(=C(C=C1)F)F (4-{2-(2-carboxy-ethyl)-3-[6-(5-dimethylcarbamoyl-3′,4′-difluoro-biphenyl-3-yloxy)-hexyl]-phenoxy}-butyric acid), C(C)OC(CCCOC1=C(C(=CC=C1)CCCCCCOC=1C=C(C=C(C1)C(=O)N1CC(CC1)(F)F)C1=CC=CC=C1)CCC(=O)OCC)=O (4-[3-{6-[5-(3,3-difluoro-pyrrolidine-1-carbonyl)-biphenyl-3-yloxy]-hexyl}-2-(2-ethoxycarbonyl-ethyl)-phenoxy]-butyric acid ethyl ester), [OH-].[Na+] (NaOH). Solvent: CCO (EtOH). Product: C(=O)(O)CCC1=C(OCCCC(=O)O)C=CC=C1CCCCCCOC=1C=C(C=C(C1)C(=O)N1CC(CC1)(F)F)C1=CC=CC=C1 (4-(2-(2-carboxy-ethyl)-3-{6-[5-(3,3-difluoro-pyrrolidine-1-carbonyl)-biphenyl-3-yloxy]-hexyl}-phenoxy)-butyric acid). The reactants are NC1[C@@H]2N(C(=C(CS2)CSC2=NN=C(S2)C2=CC(=C(C=C2)O)O)C(=O)O)C1=O (7-amino-3-[2-(3,4-dihydroxyphenyl)-1,3,4-thiadiazol-5-ylthiomethyl]ceph-3-em-4-carboxylic acid), C[Si](C)(C)C(C(=O)N)[Si](C)(C)C (bistrimethylsilylacetamide), 2-[, C(C)O\N=C(/C(=O)Cl)\C=1N=C(SC1)NC(C1=CC=CC=C1)(C1=CC=CC=C1)C1=CC=CC=C1 ((Z)-ethoxyimino-2-(tritylaminothiazol-4-yl) acetic acid chloride), acid, P(Cl)(Cl)(Cl)(Cl)Cl (PCl5), TEA. Run in ClCCl (dichloromethane), ClCCl (dichloromethane). Reaction conditions: temperature 0 celsius. Product: NC=1SC=C(N1)/C(/C(=O)NC1[C@@H]2N(C(=C(CS2)CSC2=NN=C(S2)C2=CC(=C(C=C2)O)O)C(=O)O)C1=O)=N/OCC (7-[2-(2-Aminothiazol-4-yl )-2-((Z)-ethoxyimino)acetamido]-3-[2-(3,4-dihydroxyphenyl)-1,3,4-thiadiazol-5-ylthiomethyl]ceph-3-em-4-carboxylic acid). Yield: 7.0%. Reaction SMILES: [NH2:1][CH:2]1[C:27](=[O:28])[N:4]2[C:5]([C:24]([OH:26])=[O:25])=[C:6]([CH2:9][S:10][C:11]3[S:15][C:14]([C:16]4[CH:21]=[CH:20][C:19]([OH:22])=[C:18]([OH:23])[CH:17]=4)=[N:13][N:12]=3)[CH2:7][S:8][C@H:3]12.C[Si](C([Si](C)(C)C)C(N)=O)(C)C.[CH2:41]([O:43]/[N:44]=[C:45](/[C:49]1[N:50]=[C:51]([NH:54]C(C2C=CC=CC=2)(C2C=CC=CC=2)C2C=CC=CC=2)[S:52][CH:53]=1)\[C:46](Cl)=[O:47])[CH3:42].P(Cl)(Cl)(Cl)(Cl)Cl>ClCCl>[NH2:54][C:51]1[S:52][CH:53]=[C:49](/[C:45](=[N:44]/[O:43][CH2:41][CH3:42])/[C:46]([NH:1][CH:2]2[C:27](=[O:28])[N:4]3[C:5]([C:24]([OH:26])=[O:25])=[C:6]([CH2:9][S:10][C:11]4[S:15][C:14]([C:16]5[CH:21]=[CH:20][C:19]([OH:22])=[C:18]([OH:23])[CH:17]=5)=[N:13][N:12]=4)[CH2:7][S:8][C@H:3]23)=[O:47])[N:50]=1. Reported procedure: 1 equivalent of 7-amino-3-[2-(3,4-dihydroxyphenyl)-1,3,4-thiadiazol-5-ylthiomethyl]ceph-3-em-4-carboxylic acid was silylated with 4 equivalents of bistrimethylsilylacetamide in anhydrous dichloromethane at room temperature for three hours. To this solution, cooled to 0° C. under argon, was added 1 equivalent of 2-[(Z)-ethoxyimino-2-(tritylaminothiazol-4-yl) acetic acid chloride (prepared from the corresponding acid (1 equivalent), 1 equivalent PCl5 and 1 equivalent TEA in dichloromethane at 0° C... Reactants: NC(C)(C)N (Diaminopropane), C(CCCCCCCCCCC#CCCCCCCCCC)O (docos-12-ynol), [H-].[Na+] (sodium hydride), NC(C)(C)N (DAP). The solvent is O (water). Run at time 8 hour. Product: C(CCCCCCCCCCCCCCCCCCCC#C)O (Docos-21-ynol). Yield: 82.3%. RXN SMILES: NC(N)(C)C.[H-].[Na+].[CH2:8]([OH:30])[CH2:9][CH2:10][CH2:11][CH2:12][CH2:13][CH2:14][CH2:15][CH2:16][CH2:17][CH2:18][C:19]#[C:20][CH2:21][CH2:22][CH2:23][CH2:24][CH2:25][CH2:26][CH2:27][CH2:28][CH3:29]>O>[CH2:8]([OH:30])[CH2:9][CH2:10][CH2:11][CH2:12][CH2:13][CH2:14][CH2:15][CH2:16][CH2:17][CH2:18][CH2:19][CH2:20][CH2:21][CH2:22][CH2:23][CH2:24][CH2:25][CH2:26][CH2:27][C:28]#[CH:29] |f:1.2|. Procedure: Diaminopropane (DAP) (150 ml) at room temperature under nitrogen was stirred and treated with sodium hydride (100%, 13.55 g, 0.56 mol). The resulting solution was then warmed to 70° C. for 1 hour after which time further DAP (30 ml) is added followed by docos-12-ynol (22 g, 0.068 mol). The resulting solution was then left at 70° C. overnight, cooled and poured into water. The aqueous mixture was extracted three times with chloroform, the combined organic dried (MgSO4), filtered and evaporated to... The reactants are example 1 ( b ), CC(COC1=C(C(=O)O)C=C(C=C1)S(=O)(=O)C)(C)C (2-(2,2-dimethyl-propoxy)-5-methanesulfonyl-benzoic acid), Cl.C(CCC)S(=O)(=O)C1=CN=C(S1)N1CCNCC1 (1-[5-(butane-1-sulfonyl)-thiazol-2-yl]-piperazine hydrochloride). Product: C(CCC)S(=O)(=O)C1=CN=C(S1)N1CCN(CC1)C(=O)C1=C(C=CC(=C1)S(=O)(=O)C)OCC(C)(C)C ({4-[5-(Butane-1-sulfonyl)-thiazol-2-yl]-piperazin-1-yl}-[2-(2,2-dimethyl-propoxy)-5-methanesulfonyl-phenyl]-methanone). Isolated yield 69.0%. Reaction SMILES: [CH3:1][C:2]([CH3:19])([CH3:18])[CH2:3][O:4][C:5]1[CH:13]=[CH:12][C:11]([S:14]([CH3:17])(=[O:16])=[O:15])=[CH:10][C:6]=1[C:7]([OH:9])=O.Cl.[CH2:21]([S:25]([C:28]1[S:32][C:31]([N:33]2[CH2:38][CH2:37][NH:36][CH2:35][CH2:34]2)=[N:30][CH:29]=1)(=[O:27])=[O:26])[CH2:22][CH2:23][CH3:24]>>[CH2:21]([S:25]([C:28]1[S:32][C:31]([N:33]2[CH2:38][CH2:37][N:36]([C:7]([C:6]3[CH:10]=[C:11]([S:14]([CH3:17])(=[O:16])=[O:15])[CH:12]=[CH:13][C:5]=3[O:4][CH2:3][C:2]([CH3:1])([CH3:19])[CH3:18])=[O:9])[CH2:35][CH2:34]2)=[N:30][CH:29]=1)(=[O:27])=[O:26])[CH2:22][CH2:23][CH3:24] |f:1.2|. Procedure: Prepared in analogy to example 1 (b) from 2-(2,2-dimethyl-propoxy)-5-methanesulfonyl-benzoic acid (Example A11) and 1-[5-(butane-1-sulfonyl)-thiazol-2-yl]-piperazine hydrochloride (Example 38(c)). The crude material was purified by chromatography (SiO2, ethyl acetate/heptane) followed by trituration in ether to yield the title compound as a white crystalline solid (yield 69%). MS (m/e): 558.4 (M+H+, 20%), 575.4 (M+NH4+, 100%). Reactants: IC=1C=C2C(=NC1)NC=C2 (5-iodo-1H-pyrrolo[2,3-b]pyridine), [Br-].C1(CC1)[Zn+] (cyclopropylzinc bromide), O1CCOCC1 (1,4-dioxane). The reagents and catalysts are Cl[Ni]1([P](CCC[P](C2=CC=CC=C2)1C3=CC=CC=C3)(C4=CC=CC=C4)C5=CC=CC=C5)Cl ([1,3-bis(diphenylphosphino)propane]-nickel(II) chloride). Run in CO (methanol). Run at temperature 100 celsius. Product: C1(CC1)C=1C=C2C(=NC1)NC=C2 (5-cyclopropyl-1H-pyrrolo[2,3-b]pyridine). Reaction SMILES: I[C:2]1[CH:3]=[C:4]2[CH:10]=[CH:9][NH:8][C:5]2=[N:6][CH:7]=1.[Br-].[CH:12]1([Zn+])[CH2:14][CH2:13]1.O1CCOCC1>Cl[Ni]1(Cl)[P](C2C=CC=CC=2)(C2C=CC=CC=2)CCC[P]1(C1C=CC=CC=1)C1C=CC=CC=1.CO>[CH:12]1([C:2]2[CH:3]=[C:4]3[CH:10]=[CH:9][NH:8][C:5]3=[N:6][CH:7]=2)[CH2:14][CH2:13]1 |f:1.2,^1:24,40|. Procedure: 5-Iodo-1H-pyrrolo[2,3-b]pyridine (21, 0.343 g, 1.40 mmol), cyclopropylzinc bromide (22, 12.6 mL, 0.500 M in tetrahydrofuran, 6.32 mmol) and [1,3-bis(diphenylphosphino)propane]-nickel(II) chloride (76.2 mg, 0.14 mmol) and 5.37 mL of 1,4-dioxane were combined in a reaction vessel. The reaction was heated at 100° C. overnight, then methanol was added and the reaction was concentrated under vacuum. Ethyl acetate and water were added to the residue, then filtered through a bed of celite and the celit... The reactants are Br, Br, CO, CC(=O)O, O, COC1CC2(C)C(CCC3C4CCC(C(C)=O)C4(C)CC(=O)C32)CC1O. RXN SMILES: [Br:28].[BrH:27].[CH3:30][OH:31].[CH3:32][C:33](=[O:34])[OH:35].[OH2:29].[OH:1][CH:2]1[CH2:3][CH:4]2[CH2:5][CH2:6][CH:7]3[CH:8]4[CH2:9][CH2:10][CH:11]([C:12]([CH3:13])=[O:14])[C:15]4([CH3:26])[CH2:16][C:17](=[O:25])[CH:18]3[C:19]2([CH3:24])[CH2:20][CH:21]1[O:22][CH3:23]>>[OH:1][CH:2]1[CH2:3][CH:4]2[CH2:5][CH2:6][CH:7]3[CH:8]4[CH2:9][CH2:10][CH:11]([C:12]([CH2:13][Br:27])=[O:14])[C:15]4([CH3:26])[CH2:16][C:17](=[O:25])[CH:18]3[C:19]2([CH3:24])[CH2:20][CH:21]1[O:22][CH3:23]. The product is COC1CC2(C)C(CCC3C4CCC(C(=O)CBr)C4(C)CC(=O)C32)CC1O.